This data is from the Open Reaction Database (ORD), a public repository of structured organic reaction records. The task is: describe an organic reaction: reactants, conditions, products, and yield The reactants are Oc1cccnc1Br, C1CCOC1, CI, [H-], [Na+]. Product: COc1cccnc1Br. Reaction SMILES: [Br:1][c:2]1[n:3][cH:4][cH:5][cH:6][c:7]1[OH:8].[CH2:13]1[O:14][CH2:15][CH2:16][CH2:17]1.[CH3:11][I:12].[H-:10].[Na+:9]>>[Br:1][c:2]1[n:3][cH:4][cH:5][cH:6][c:7]1[O:8][CH3:11].